This data is from the Open Reaction Database (ORD), a public repository of structured organic reaction records. The task is: describe an organic reaction: reactants, conditions, products, and yield The reactants are C(C)(C)C1=CC=C(C=C1)C(C)N (1-(4-isopropylphenyl)ethylamine), FC(C(C(C(C(C(C(C(F)(F)F)(F)F)(F)F)(F)F)(F)F)(F)F)(F)F)(S(=O)(=O)O)F (perfluoro-octylsulphonic acid). Solvent: C(C)O (ethanol). Yields the product FC(C(C(C(C(C(C(C(F)(F)F)(F)F)(F)F)(F)F)(F)F)(F)F)(F)F)(S(=O)(=O)[O-])F.C(C)(C)C1=CC=C(C=C1)C(C)[NH3+] (1-(4-isopropylphenyl)ethyl ammonium perfluoro-octyl sulphonate). RXN SMILES: [CH:1]([C:4]1[CH:9]=[CH:8][C:7]([CH:10]([NH2:12])[CH3:11])=[CH:6][CH:5]=1)([CH3:3])[CH3:2].[F:13][C:14]([F:41])([S:37]([OH:40])(=[O:39])=[O:38])[C:15]([F:36])([F:35])[C:16]([F:34])([F:33])[C:17]([F:32])([F:31])[C:18]([F:30])([F:29])[C:19]([F:28])([F:27])[C:20]([F:26])([F:25])[C:21]([F:24])([F:23])[F:22]>C(O)C>[F:41][C:14]([F:13])([S:37]([O-:40])(=[O:39])=[O:38])[C:15]([F:35])([F:36])[C:16]([F:34])([F:33])[C:17]([F:31])([F:32])[C:18]([F:30])([F:29])[C:19]([F:28])([F:27])[C:20]([F:26])([F:25])[C:21]([F:24])([F:23])[F:22].[CH:1]([C:4]1[CH:9]=[CH:8][C:7]([CH:10]([NH3+:12])[CH3:11])=[CH:6][CH:5]=1)([CH3:3])[CH3:2] |f:3.4|. Reported procedure: The perfluoro-octylsulphonate salt was prepared by mixing a solution of 1-(4-isopropylphenyl)ethylamine (16.1 g) in ethanol (20 ml) with a solution of perfluoro-octylsulphonic acid (50 ml). The solution was evaporated to dryness and the residue was recrystallised from chloroform as soft colourless plates of 1-(4-isopropylphenyl) ethyl ammonium perfluoro-octyl sulphonate, melting point 158° C.(d). (Found: C 34.3; H 2.5; N 2.2%. C19H18F17NO3S requires: C 34.40; H 2.73; N 2.11%). Reactants: C(CCC)[Li] (n-butyl lithium), FC(C(=O)C(F)(F)F)(F)F (hexafluoroacetone), C([O-])(O)=O.[Na+] (sodium bicarbonate), CC(C)C=1N=CN(C1C1=CC=CC=C1)C(C)OCC (4-(1-methylethyl)-5-phenyl-1-(α-ethoxyethyl)imidazole), CN(CCN(C)C)C (tetramethylethylenediamine). The solvent is CCCCCC (hexane), O1CCCC1 (tetrahydrofuran). Run at temperature -78 celsius, time 20 minute. The product is CC(C)C=1N=C(NC1C1=CC=CC=C1)C(O)(C(F)(F)F)C(F)(F)F (4-(1-Methylethyl)-5-(phenyl)-α,α-bis(trifluoromethyl)-1H-imidazole-2-methanol). Yield: 70.0%. Reaction SMILES: [CH3:1][CH:2]([C:4]1[N:5]=[CH:6][N:7](C(OCC)C)[C:8]=1[C:9]1[CH:14]=[CH:13][CH:12]=[CH:11][CH:10]=1)[CH3:3].CN(C)CCN(C)C.C([Li])CCC.[F:33][C:34]([F:42])([F:41])[C:35]([C:37]([F:40])([F:39])[F:38])=[O:36].C(=O)(O)[O-].[Na+]>O1CCCC1.CCCCCC>[CH3:3][CH:2]([C:4]1[N:5]=[C:6]([C:35]([C:37]([F:40])([F:39])[F:38])([C:34]([F:42])([F:41])[F:33])[OH:36])[NH:7][C:8]=1[C:9]1[CH:10]=[CH:11][CH:12]=[CH:13][CH:14]=1)[CH3:1] |f:4.5|. Reported procedure: To a stirred solution of 4-(1-methylethyl)-5-phenyl-1-(α-ethoxyethyl)imidazole (13.9 g, 0.054 mole) in 210 ml of dry tetrahydrofuran was added 9.45 ml of tetramethylethylenediamine (0.06 moles). The reaction was cooled to -78° C. and 56.15 ml of 1.66M n-butyl lithium in hexane was added dropwise. After stirring the mixture for 20 minutes, hexafluoroacetone (14.0 ml) was condensed and added dropwise. The reaction was stirred an additional hour at -78° C. and then 275 ml of saturated aqueous sodiu... Reactants: N1=C(C=CC=C1)C1CCN(CC1)C1=C2C(C(=O)NC2=O)=CC=C1CC(C)O (3-[4-(2-pyridyl)-piperidin-1-yl](2-hydroxypropyl)phthalimide), NN (hydrazine), CO (methanol). Product: N1=C(C=CC=C1)C1CCN(CC1)CC(CN)O (3-[4-(2-Pyridyl)-piperidin-1-yl]-2-hydroxypropylamine). The yield is 98.0%. As a reaction SMILES: [N:1]1[CH:6]=[CH:5][CH:4]=[CH:3][C:2]=1[CH:7]1[CH2:12][CH2:11][N:10]([C:13]2C(CC(O)C)=CC=C3C([NH:18][C:19](=O)[C:14]=23)=O)[CH2:9][CH2:8]1.NN.C[OH:31]>>[N:1]1[CH:6]=[CH:5][CH:4]=[CH:3][C:2]=1[CH:7]1[CH2:12][CH2:11][N:10]([CH2:13][CH:14]([OH:31])[CH2:19][NH2:18])[CH2:9][CH2:8]1. Procedure: A mixture of 3-[4-(2-pyridyl)-piperidin-1-yl](2-hydroxypropyl)phthalimide (1.35 g, 3.68 mmol) and hydrazine (0.588 g, 18.4 mmol) in methanol (15 mL) was stirred and refluxed for 4.5 h. It was cooled, filtered, and the solid was washed with methanol (30 mL). Evaporation of solvent from the filtrate gave the product as a viscous oil (0.85 g, 98%). Starting materials: C(C)OC(CC1CCC2(OCCO2)CC1)=O ((1,4-dioxaspiro[4,5]dec-8-yl)acetic acid ethyl ester), [OH-].[Na+] (sodium hydroxide), [H-].[Al+3].[Li+].[H-].[H-].[H-] (lithium aluminum hydride), CC(=O)C (acetone). The solvent is C1CCOC1 (THF), C1CCOC1 (THF), C1CCOC1 (THF). Reaction conditions: temperature 3 celsius, time 2 hour. The product is O1CCOC12CCC(CC2)CCO (2-(1,4-dioxaspiro[4,5]dec-8-yl)ethanol). The yield is 98.5%. As a reaction SMILES: [H-].[Al+3].[Li+].[H-].[H-].[H-].C([O:9][C:10](=O)[CH2:11][CH:12]1[CH2:21][CH2:20][C:15]2([O:19][CH2:18][CH2:17][O:16]2)[CH2:14][CH2:13]1)C.CC(C)=O.[OH-].[Na+]>C1COCC1>[O:16]1[C:15]2([CH2:20][CH2:21][CH:12]([CH2:11][CH2:10][OH:9])[CH2:13][CH2:14]2)[O:19][CH2:18][CH2:17]1 |f:0.1.2.3.4.5,8.9|. Procedure: Third Step: 20.0 g of lithium aluminum hydride (LAH) and 800 mL of THF were added to a reactor under nitrogen atmosphere, and stirred at 3° C. 190.0 g of the compound (12) dissolved in 200 mL of THF was added dropwise thereto at a temperature range of from 0 to 7° C. over 2 hours, followed by further stirring at 0° C. for 3 hours. After confirming that the reaction had been completed by GC analysis, a mixture of 60 mL of THF and 60 mL of acetone was added dropwise thereto at 0° C. over 30 minute... Reactants: FC1=CC(=CC2=C1OCCO2)CC#N ((8-fluoro-2,3-dihydro-1,4-benzodioxin-6-yl)acetonitrile), [H-].[Na+] (sodium hydride), C(C)(=O)OCC (ethyl acetate), O (water). The solvent is C1CCOC1 (THF). Run at temperature 60 celsius, time 2 hour. The product is FC1=CC(=CC2=C1OCCO2)C(C#N)C(C)=O (2-(8-fluoro-2,3-dihydro-1,4-benzodioxin-6-yl)-3-oxobutanenitrile). The yield is 75.0%. Reaction SMILES: [F:1][C:2]1[C:7]2[O:8][CH2:9][CH2:10][O:11][C:6]=2[CH:5]=[C:4]([CH2:12][C:13]#[N:14])[CH:3]=1.[H-].[Na+].[C:17](OCC)(=[O:19])[CH3:18].O>C1COCC1>[F:1][C:2]1[C:7]2[O:8][CH2:9][CH2:10][O:11][C:6]=2[CH:5]=[C:4]([CH:12]([C:17](=[O:19])[CH3:18])[C:13]#[N:14])[CH:3]=1 |f:1.2|. Reported procedure: To a solution of (8-fluoro-2,3-dihydro-1,4-benzodioxin-6-yl)acetonitrile (0.40 g, 2.10 mmol) in THF (10 mL) was added sodium hydride (60% dispersion in mineral oil, 0.25 g, 6.3 mmol) and ethyl acetate (2.05 ml, 21.0 mmol) and the mixture was stirred at 60° C. for 2 h. After cooling to 0° C., water was added (25 mL) and the aqueous layer was washed with dichloromethane (3×15 mL), acidified with 1N HCl to pH 3 and extracted with ethyl acetate (3×25 mL). The combined organic extracts were washed wi...